The task is: describe an organic reaction: reactants, conditions, products, and yield. This data is from the Open Reaction Database (ORD), a public repository of structured organic reaction records. The reactants are CNC, CO, Cl, N#C[K], O=CC1CCC2(CC1)OCCO2, O. Yields the product CN(C)C(C#N)C1CCC2(CC1)OCCO2. As a reaction SMILES: [CH3:1][NH:2][CH3:3].[CH3:21][OH:22].[ClH:19].[K:16][C:17]#[N:18].[O:4]1[CH2:5][CH2:6][O:7][C:8]12[CH2:9][CH2:10][CH:11]([CH:14]=[O:15])[CH2:12][CH2:13]2.[OH2:20]>>[CH3:1][N:2]([CH3:3])[CH:14]([CH:11]1[CH2:10][CH2:9][C:8]2([O:4][CH2:5][CH2:6][O:7]2)[CH2:13][CH2:12]1)[C:17]#[N:18]. Reactants: Cc1ccc(S(=O)(=O)OCC2Cc3cc(F)cc(-c4c(C)cccc4C)c3O2)cc1, CN, Cl. Product: CNCC1Cc2cc(F)cc(-c3c(C)cccc3C)c2O1. RXN SMILES: [CH3:2][c:3]1[cH:4][cH:5][c:6]([S:7]([O:8][CH2:13][CH:14]2[O:15][c:16]3[c:17]([cH:19][c:20]([F:31])[cH:21][c:22]3-[c:23]3[c:24]([CH3:30])[cH:25][cH:26][cH:27][c:28]3[CH3:29])[CH2:18]2)(=[O:9])=[O:10])[cH:11][cH:12]1.[CH3:32][NH2:33].[ClH:1]>>[CH2:13]([CH:14]1[O:15][c:16]2[c:17]([cH:19][c:20]([F:31])[cH:21][c:22]2-[c:23]2[c:24]([CH3:30])[cH:25][cH:26][cH:27][c:28]2[CH3:29])[CH2:18]1)[NH:33][CH3:32]. Reactants: BrC1=CC=C(C(=O)NC2=CC=C(C=C2)CN2CCN(CC2)S(=O)(=O)CCC)C=C1 (4-Bromo-N-(4-((4-(propylsulfonyl)piperazin-1-yl)methyl)phenyl)benzamide), C(CC)S(=O)(=O)N1CCN(CC1)CC1=CC=C(C=C1)NC(C1=CC=C(C=C1)B1OC(C(O1)(C)C)(C)C)=O (N-(4-((4-(Propylsulfonyl)piperazin-1-yl)methyl)phenyl)-4-(4,4,5,5-tetramethyl-1,3,2-dioxaborolan-2-yl)benzamide), Pd(TPP)4, C(=O)(O)[O-].[Na+] (NaHCO3). The solvent is COCCOC.O (DME H2O). Conditions: temperature 80 celsius. Yields the product C(CC)S(=O)(=O)N1CCN(CC1)CC1=CC=C(C=C1)NC(=O)C1=CC=C(C=C1)C1=CC=C(C=C1)C(=O)NC1=CC=C(C=C1)CN1CCN(CC1)S(=O)(=O)CCC (N4,N4′-Bis(4-((4-(propylsulfonyl)piperazin-1-yl)methyl)phenyl)biphenyl-4,4′-dicarboxamide). Isolated yield 15.2%. RXN SMILES: Br[C:2]1[CH:29]=[CH:28][C:5]([C:6]([NH:8][C:9]2[CH:14]=[CH:13][C:12]([CH2:15][N:16]3[CH2:21][CH2:20][N:19]([S:22]([CH2:25][CH2:26][CH3:27])(=[O:24])=[O:23])[CH2:18][CH2:17]3)=[CH:11][CH:10]=2)=[O:7])=[CH:4][CH:3]=1.[CH2:30]([S:33]([N:36]1[CH2:41][CH2:40][N:39]([CH2:42][C:43]2[CH:48]=[CH:47][C:46]([NH:49][C:50](=[O:66])[C:51]3[CH:56]=[CH:55][C:54](B4OC(C)(C)C(C)(C)O4)=[CH:53][CH:52]=3)=[CH:45][CH:44]=2)[CH2:38][CH2:37]1)(=[O:35])=[O:34])[CH2:31][CH3:32].C([O-])(O)=O.[Na+]>COCCOC.O>[CH2:25]([S:22]([N:19]1[CH2:20][CH2:21][N:16]([CH2:15][C:12]2[CH:13]=[CH:14][C:9]([NH:8][C:6]([C:5]3[CH:28]=[CH:29][C:2]([C:54]4[CH:55]=[CH:56][C:51]([C:50]([NH:49][C:46]5[CH:47]=[CH:48][C:43]([CH2:42][N:39]6[CH2:40][CH2:41][N:36]([S:33]([CH2:30][CH2:31][CH3:32])(=[O:34])=[O:35])[CH2:37][CH2:38]6)=[CH:44][CH:45]=5)=[O:66])=[CH:52][CH:53]=4)=[CH:3][CH:4]=3)=[O:7])=[CH:10][CH:11]=2)[CH2:17][CH2:18]1)(=[O:24])=[O:23])[CH2:26][CH3:27] |f:2.3,4.5|. Procedure details: A mixture containing 5 (88.8 mg, 0.18 mmol), 6 (101.4 mg, 0.19 mmol), Pd(TPP)4 (9.1 mg, 0.008 mmol), and NaHCO3 (57.1 mg, 0.68 mmol) in DME/H2O (4.5:1 v/v, 7 mL) was heated at 80° C. for 19 h, allowed to cool to rt, and evaporated to dryness. The remaining crude product was washed with H2O (3×10 mL) and dried, then a portion (60.5 mg of the 178.1 mg isolated) was purified by PTLC to give the title product (21.9 mg). Rf 0.38 (100:10:1 v/v CHCl3/MeOH/NH4OH (28%)). HPLC: tR 1.68 min (method 1). LC-... Yields the product CCOC(=O)c1ccc(O[Si](C)(C)C(C)(C)C)c(OC)c1. Starting materials: CC(C)(C)[Si](C)(C)Cl, CCOC(=O)c1ccc(O)c(OC)c1, C1CCOC1, c1c[nH]cn1. RXN SMILES: [C:1]([CH3:2])([CH3:3])([CH3:4])[Si:5]([CH3:6])([CH3:7])[Cl:8].[C:9]([c:10]1[cH:11][c:12]([O:13][CH3:14])[c:15]([OH:16])[cH:17][cH:18]1)(=[O:19])[O:20][CH2:21][CH3:22].[O:28]1[CH2:29][CH2:30][CH2:31][CH2:32]1.[nH:23]1[cH:24][cH:25][n:26][cH:27]1>>[C:1]([CH3:2])([CH3:3])([CH3:4])[Si:5]([CH3:6])([CH3:7])[O:16][c:15]1[c:12]([O:13][CH3:14])[cH:11][c:10]([C:9](=[O:19])[O:20][CH2:21][CH3:22])[cH:18][cH:17]1.